From a dataset of the Open Reaction Database (ORD), a public repository of structured organic reaction records. describe an organic reaction: reactants, conditions, products, and yield Reactants: [N-]=[N+]=[N-].[Na+] (sodium azide), [Cl-].[NH4+] (ammonium chloride), C1(=CC=CC=C1)C1(C(C(=O)OC)O1)C (methyl 3-phenyl-2,3-epoxybutyrate). The solvent is CO (methanol). Conditions: time 9 hour. The product is N(=[N+]=[N-])C(C(C(=O)OC)O)(C)C1=CC=CC=C1 (Methyl 3-azido-3-phenyl-2-hydroxybutyrate). RXN SMILES: [N-:1]=[N+:2]=[N-:3].[Na+].[Cl-].[NH4+].[C:7]1([C:13]2([CH3:20])[O:19][CH:14]2[C:15]([O:17][CH3:18])=[O:16])[CH:12]=[CH:11][CH:10]=[CH:9][CH:8]=1>CO>[N:1]([C:13]([C:7]1[CH:8]=[CH:9][CH:10]=[CH:11][CH:12]=1)([CH3:20])[CH:14]([OH:19])[C:15]([O:17][CH3:18])=[O:16])=[N+:2]=[N-:3] |f:0.1,2.3|. Procedure: 19.5 g (300 mmol) of sodium azide and 16.0 g (300 mmol) of ammonium chloride are suspended in 400 ml of methanol and treated with 19.2 g (100 mmol) of methyl 3-phenyl-2,3-epoxybutyrate. The mixture is stirred for 9 hours under reflux and for 12 hours at room temperature, the majority of the methanol is distilled off and the residue is treated with 200 ml of water. It is then extracted with ethyl acetate, and the organic phases are dried and concentrated. The residual oil is treated with a little... The reactants are CN(C1=CC=C(C=C1)S(=O)[O-])C (4-dimethylamino-benzenesulfinate), lithium sulfinate, C1CC(=O)N(C1=O)Cl (NCS), NCCC1=CC=C(C=C1)OC(N(C1=CC=CC=C1)C)=O (N-methyl-N-phenyl-carbamic acid 4-(2-amino-ethyl)phenyl ester), C(=O)(C(F)(F)F)O (TFA), CCN(C(C)C)C(C)C (DIPEA). The solvent is C(Cl)Cl (CH2Cl2), C(Cl)Cl (CH2Cl2). Conditions: time 16 hour. Product: CN(C1=CC=C(C=C1)S(=O)(=O)NCCC1=CC=C(C=C1)OC(N(C1=CC=CC=C1)C)=O)C (Methyl-phenyl-carbamic acid 4-[2-(4-dimethylamino-benzenesulfonylamino)-ethyl]-phenyl ester). As a reaction SMILES: [CH3:1][N:2]([CH3:12])[C:3]1[CH:8]=[CH:7][C:6]([S:9]([O-:11])=[O:10])=[CH:5][CH:4]=1.C1C(=O)N(Cl)C(=O)C1.[NH2:21][CH2:22][CH2:23][C:24]1[CH:29]=[CH:28][C:27]([O:30][C:31](=[O:40])[N:32]([CH3:39])[C:33]2[CH:38]=[CH:37][CH:36]=[CH:35][CH:34]=2)=[CH:26][CH:25]=1.C(O)(C(F)(F)F)=O.CCN(C(C)C)C(C)C>C(Cl)Cl>[CH3:1][N:2]([CH3:12])[C:3]1[CH:4]=[CH:5][C:6]([S:9]([NH:21][CH2:22][CH2:23][C:24]2[CH:25]=[CH:26][C:27]([O:30][C:31](=[O:40])[N:32]([CH3:39])[C:33]3[CH:34]=[CH:35][CH:36]=[CH:37][CH:38]=3)=[CH:28][CH:29]=2)(=[O:11])=[O:10])=[CH:7][CH:8]=1. Procedure: To a stirred solution of (4-bromo-phenyl)-dimethylamine (4.02 g, 20 mmol) in THF (25 mL) was added dropwise 1.57 M solution in hexanes n-BuLi (11.5 mL, 18 mmol) over a 5-min period at −78° C. The mixture was stirred at −78° C. for 15 min. Then gaseous sulphur dioxide (ca. 5 g) was added causing an immediate precipitation. The mixture was allowed to warm to room temperature and stirred for 1 h. The precipitated lithium sulfinate was isolated by filtration under N2 (g), washed with THF (20 mL) and... The reactants are O1C(=NC=C1)C=O (oxazole 2-carboaldehyde), C(N)(OC(C)(C)C)=O (tert-butyl carbamate), C1(=CC=C(C=C1)S(=O)(=O)[O-])C.[Na+] (sodium p-toluenesulfonate), C(=O)O (formic acid). Run in CO (methanol), O (water). Run at time 30 minute. Yields the product C(C)(C)(C)OC(NC(S(=O)(=O)C1=CC=C(C=C1)C)C=1OC=CN1)=O ([Oxazol-2-yl-(toluene-4-sulfonyl)-methyl]-carbamic acid tert-butyl ester). Isolated yield 24.7%. Reaction SMILES: [O:1]1[CH:5]=[CH:4][N:3]=[C:2]1[CH:6]=O.[C:8](=[O:15])([O:10][C:11]([CH3:14])([CH3:13])[CH3:12])[NH2:9].[C:16]1([CH3:26])[CH:21]=[CH:20][C:19]([S:22]([O-])(=[O:24])=[O:23])=[CH:18][CH:17]=1.[Na+].C(O)=O>CO.O>[C:11]([O:10][C:8](=[O:15])[NH:9][CH:6]([C:2]1[O:1][CH:5]=[CH:4][N:3]=1)[S:22]([C:19]1[CH:20]=[CH:21][C:16]([CH3:26])=[CH:17][CH:18]=1)(=[O:24])=[O:23])([CH3:14])([CH3:13])[CH3:12] |f:2.3|. Reported procedure: 300 mg of oxazole 2-carboaldehyde was dissolved in a mixed solvent of 3 mL of methanol and 6 mL of water, added successively with 363 mg of tert-butyl carbamate, 552 mg of sodium p-toluenesulfonate and 0.76 mL of formic acid and stirred at room temperature for 16 hours and 30 minutes. The precipitated crystals were collected by filtration, washed with water, and dried under reduced pressure, to afford 247 mg of the title compound as colorless crystals. Starting materials: C(N)(=O)C1=C(C(=O)N2C=CC3=CC(=CC=C23)CN2C(=NC=3C2=NC(=CC3C)C)CC)C=CC=C1 (3-[N-(2-carbamylbenzoyl)-5-indolyl]methyl-5,7-dimethyl-2-ethyl-3H-imidazo[4,5-b]pyridine), C[Si](C)(C)C=[N+]=[N-] (trimethylsilyl-diazomethane), CCCCCC.C(C)(=O)OCC (hexane ethyl acetate), C(C)(=O)O (acetic acid). The solvent is C(Cl)Cl (CH2Cl2). Run at time 10 minute. Product: CNC(=O)C1=C(C(=O)N2C=CC3=CC(=CC=C23)CN2C(=NC=3C2=NC(=CC3C)C)CC)C=CC=C1 (3-[N-(2-methylcarbamoylbenzoyl)-5-indolyl]methyl-5,7-dimethyl-2-ethyl-3H-imidazo[4,5-b]pyridine). RXN SMILES: [C:1]([C:4]1[CH:34]=[CH:33][CH:32]=[CH:31][C:5]=1[C:6]([N:8]1[C:16]2[C:11](=[CH:12][C:13]([CH2:17][N:18]3[C:22]4=[N:23][C:24]([CH3:28])=[CH:25][C:26]([CH3:27])=[C:21]4[N:20]=[C:19]3[CH2:29][CH3:30])=[CH:14][CH:15]=2)[CH:10]=[CH:9]1)=[O:7])(=[O:3])[NH2:2].[CH3:35][Si](C=[N+]=[N-])(C)C.C(O)(=O)C.CCCCCC.C(OCC)(=O)C>C(Cl)Cl>[CH3:35][NH:2][C:1]([C:4]1[CH:34]=[CH:33][CH:32]=[CH:31][C:5]=1[C:6]([N:8]1[C:16]2[C:11](=[CH:12][C:13]([CH2:17][N:18]3[C:22]4=[N:23][C:24]([CH3:28])=[CH:25][C:26]([CH3:27])=[C:21]4[N:20]=[C:19]3[CH2:29][CH3:30])=[CH:14][CH:15]=2)[CH:10]=[CH:9]1)=[O:7])=[O:3] |f:3.4|. Procedure: To a solution of 12.1 mg of the product of Example 6 in CH2Cl2 at 0° C. was added 0.2 mL of 10% trimethylsilyl-diazomethane. After stirring for 10 minutes, 0.2 mL of acetic acid was added. The volatiles were removed in vacuo. The product was isolated using preparative TLC with 1:1 hexane/ethyl acetate. Reactants: C(C)(=O)Cl (acetyl chloride), N1[C@@H](CCC1=O)C(=O)OCC1=CC=CC=C1 (benzyl (L)-pyroglutamate), [H-].[Na+] (NaH). Run in C1=CC=CC=C1 (benzene), C1=CC=CC=C1 (benzene), C1=CC=CC=C1 (benzene). Conditions: time 1 hour. Product: C(C)(=O)N1[C@@H](CCC1=O)C(=O)OCC1=CC=CC=C1 (benzyl N-acetyl-(L)-pyroglutamate). As a reaction SMILES: [NH:1]1[C:5](=[O:6])[CH2:4][CH2:3][C@H:2]1[C:7]([O:9][CH2:10][C:11]1[CH:16]=[CH:15][CH:14]=[CH:13][CH:12]=1)=[O:8].[H-].[Na+].[C:19](Cl)(=[O:21])[CH3:20]>C1C=CC=CC=1>[C:19]([N:1]1[C:5](=[O:6])[CH2:4][CH2:3][C@H:2]1[C:7]([O:9][CH2:10][C:11]1[CH:16]=[CH:15][CH:14]=[CH:13][CH:12]=1)=[O:8])(=[O:21])[CH3:20] |f:1.2|. Procedure: A solution of 61.3 g (280 mmol) of benzyl (L)-pyroglutamate in 400 ml of benzene is added over 2 hours to a suspension of 13.4 g of NaH (280 mmol) in 50 ml of dry benzene. After stirring for one hour at ordinary temperature, a solution of 22.7 g (290 mmol) of acetyl chloride in 150 ml of benzene is run in and the mixture is heated at 55° for 5 hours and then stirred for 24 hours at ordinary temperature, washed with 2×150 ml of water, dried and evaporated. The product is distilled under reduced p... Starting materials: C1(=C(C=CC=C1)NC(OC1CCN(CC1)CCN(C)C(CCCCCNC1=CC=C(C=C1)C(N(OC)CCCN(C)C(=O)OC(C)(C)C)=O)=O)=O)C1=CC=CC=C1 (1-(2-{[6-({4-[{3-([tert-Butoxycarbonyl)(methyl)amino]propyl}(methoxy)carbamoyl]phenyl}amino)hexanoyl](methyl)amino}ethyl)piperidin-4-yl biphenyl-2-ylcarbamate), C(O)([O-])=O.[Na+] (sodium hydrogencarbonate), Cl.O1CCOCC1 (hydrochloric acid dioxane). Solvent: O1CCOCC1 (1,4-dioxane), CO (methanol). Conditions: time 4 hour. The product is C1(=C(C=CC=C1)NC(OC1CCN(CC1)CCN(C)C(CCCCCNC1=CC=C(C=C1)C(N(CCCNC)OC)=O)=O)=O)C1=CC=CC=C1 (1-{2-[{6-[(4-{Methoxy[3-(methylamino)propyl]carbamoyl}phenyl)amino]hexanoyl}(methyl)amino]ethyl}piperidin-4-yl biphenyl-2-ylcarbamate). The yield is 42.4%. As a reaction SMILES: [C:1]1([C:52]2[CH:57]=[CH:56][CH:55]=[CH:54][CH:53]=2)[CH:6]=[CH:5][CH:4]=[CH:3][C:2]=1[NH:7][C:8](=[O:51])[O:9][CH:10]1[CH2:15][CH2:14][N:13]([CH2:16][CH2:17][N:18]([C:20](=[O:50])[CH2:21][CH2:22][CH2:23][CH2:24][CH2:25][NH:26][C:27]2[CH:32]=[CH:31][C:30]([C:33](=[O:49])[N:34]([CH2:37][CH2:38][CH2:39][N:40](C(OC(C)(C)C)=O)[CH3:41])[O:35][CH3:36])=[CH:29][CH:28]=2)[CH3:19])[CH2:12][CH2:11]1.Cl.O1CCOCC1.C(=O)([O-])O.[Na+]>O1CCOCC1.CO>[C:1]1([C:52]2[CH:57]=[CH:56][CH:55]=[CH:54][CH:53]=2)[CH:6]=[CH:5][CH:4]=[CH:3][C:2]=1[NH:7][C:8](=[O:51])[O:9][CH:10]1[CH2:15][CH2:14][N:13]([CH2:16][CH2:17][N:18]([C:20](=[O:50])[CH2:21][CH2:22][CH2:23][CH2:24][CH2:25][NH:26][C:27]2[CH:28]=[CH:29][C:30]([C:33](=[O:49])[N:34]([O:35][CH3:36])[CH2:37][CH2:38][CH2:39][NH:40][CH3:41])=[CH:31][CH:32]=2)[CH3:19])[CH2:12][CH2:11]1 |f:1.2,3.4|. Procedure: The compound (130 mg, 0.165 mmol) obtained in Example 87b was dissolved in a mixed solvent of 1,4-dioxane (1.6 mL) and methanol (1.6 mL), a 4 N hydrochloric acid-dioxane solution (0.412 mL, 1.65 mmol) was added, and the mixture was stirred at room temperature for 4 hours. After the reaction was completed, a saturated aqueous sodium hydrogencarbonate solution was added, the mixture was extracted (×3) with methylene chloride, and the resulting organic layer was dried with anhydrous sodium sulfate.... Starting materials: O=C(O)c1ccc(Br)cc1F, CC(C)N, Cl, c1ccncc1. The product is CC(C)Nc1cc(Br)ccc1C(=O)O. Reaction SMILES: [Br:1][c:2]1[cH:3][c:4]([F:11])[c:5]([C:6](=[O:7])[OH:8])[cH:9][cH:10]1.[CH3:12][CH:13]([CH3:14])[NH2:15].[ClH:16].[cH:17]1[cH:18][cH:19][n:20][cH:21][cH:22]1>>[Br:1][c:2]1[cH:3][c:4]([NH:15][CH:13]([CH3:12])[CH3:14])[c:5]([C:6](=[O:7])[OH:8])[cH:9][cH:10]1. The reactants are O(S(=O)(=O)C(F)(F)F)[Si](C)(C)C (trimethylsilyl triflate), N1=CC=C(C2=CC=CN=C12)C(C)=O (1-[1,8]Naphthyridin-4-yl-ethanone), 18, N1=C(C=CC=C1C)C (2,6-lutidine). The solvent is C(Cl)Cl (DCM), C(Cl)Cl (DCM). Reaction conditions: time 8 hour. Product: C[Si](OC(=C)C1=CC=NC2=NC=CC=C12)(C)C (4-(1-trimethylsilanyloxy-vinyl)-[1,8]-naphthyridine). Reaction SMILES: [N:1]1[C:10]2[C:5](=[CH:6][CH:7]=[CH:8][N:9]=2)[C:4]([C:11](=[O:13])[CH3:12])=[CH:3][CH:2]=1.N1C(C)=CC=CC=1C.O([Si:30]([CH3:33])([CH3:32])[CH3:31])S(C(F)(F)F)(=O)=O>C(Cl)Cl>[CH3:31][Si:30]([CH3:33])([CH3:32])[O:13][C:11]([C:4]1[C:5]2[C:10](=[N:9][CH:8]=[CH:7][CH:6]=2)[N:1]=[CH:2][CH:3]=1)=[CH2:12]. Procedure: 1-[1,8]Naphthyridin-4-yl-ethanone from Preparation 18 (250 mg, 1.45 mmol), 2,6-lutidine (0.254 ml, 2.18 mmol) in DCM (3.6 ml) was treated with trimethylsilyl triflate (0.276 ml, 1.53 mmol) and allowed to stir at RT overnight. Mixture diluted with DCM and washed with satd. NaHCO3. Organics dried over Na2SO4 and concentrated, furnished 350 mg 4-(1-trimethylsilanyloxy-vinyl)-[1,8]-naphthyridine as an oil. MS (ESI+) for m/z 245 (M+H)+. Starting materials: C(C1=CC=CC=C1)OC1=C(C=C(CN(C2=CC=C(C#N)C=C2)N2C=NN=C2)C=C1)Cl (4-[(4-benzyloxy-3-chloro-benzyl)-[1,2,4]triazol-4-yl-amino]-benzonitrile). The reagents and catalysts are [Pd] (Palladium on charcoal). The solvent is CO.C1CCOC1.CCOC(=O)C (MeOH THF EtOAc). Conditions: time 18 hour. The product is ClC=1C=C(CN(C2=CC=C(C#N)C=C2)N2C=NN=C2)C=CC1O (4-[(3-Chloro-4-hydroxy-benzyl)-[1,2,4]triazol-4-yl-amino]-benzonitrile). RXN SMILES: C([O:8][C:9]1[CH:29]=[CH:28][C:12]([CH2:13][N:14]([N:23]2[CH:27]=[N:26][N:25]=[CH:24]2)[C:15]2[CH:22]=[CH:21][C:18]([C:19]#[N:20])=[CH:17][CH:16]=2)=[CH:11][C:10]=1[Cl:30])C1C=CC=CC=1>[Pd].CO.C1COCC1.CCOC(C)=O>[Cl:30][C:10]1[CH:11]=[C:12]([CH:28]=[CH:29][C:9]=1[OH:8])[CH2:13][N:14]([N:23]1[CH:24]=[N:25][N:26]=[CH:27]1)[C:15]1[CH:16]=[CH:17][C:18]([C:19]#[N:20])=[CH:21][CH:22]=1 |f:2.3.4|. Procedure details: Palladium on charcoal (50 mg, 10% Pd) was added to a solution of 4-[(4-benzyloxy-3-chloro-benzyl)-[1,2,4]triazol-4-yl-amino]-benzonitrile (CAB02129, 1.04 g, 2.50 mmol) in MeOH/THF/EtOAc (25 mL/25 mL/25 mL). The mixture was stirred under hydrogen atmosphere (balloon) for 18 hours at room temperature. The reaction mixture was filtered through celite and the clear colourless filtrate was concentrated under reduced pressure. The residue was suspended in 2-propanol (20 mL) and heated to reflux for 5 ... The reactants are Cl, N#CC(Cc1ccco1)(C(=O)O)c1nc(N)[nH]c(=O)c1[N+](=O)[O-], [Na+], [OH-]. Yields the product N#CC(Cc1ccco1)c1nc(N)[nH]c(=O)c1[N+](=O)[O-]. RXN SMILES: [ClH:24].[NH2:1][c:2]1[nH:3][c:4](=[O:23])[c:5]([N+:20](=[O:21])[O-:22])[c:6]([C:8]([C:9]([OH:10])=[O:11])([CH2:12][c:13]2[o:14][cH:15][cH:16][cH:17]2)[C:18]#[N:19])[n:7]1.[Na+:26].[OH-:25]>>[NH2:1][c:2]1[nH:3][c:4](=[O:23])[c:5]([N+:20](=[O:21])[O-:22])[c:6]([CH:8]([CH2:12][c:13]2[o:14][cH:15][cH:16][cH:17]2)[C:18]#[N:19])[n:7]1.